From a dataset of the Open Reaction Database (ORD), a public repository of structured organic reaction records. describe an organic reaction: reactants, conditions, products, and yield Starting materials: C1(CCC1)C1=NC(=C2C(=NC=NN21)N)I (7-cyclobutyl-5-iodo-imidazo[5,1-f][1,2,4]triazin-4-ylamine), C(C1=CC=CC=C1)OC=1C(=C(C=CC1)B1OC(C(O1)(C)C)(C)C)F (2-(3-benzyloxy-2-fluoro-phenyl)-4,4,5,5- tetramethyl [1,3,2]dioxaborolane), C([O-])([O-])=O.[Na+].[Na+] (sodium carbonate). Reaction conditions: temperature 75 celsius. Reaction SMILES: [CH:1]1([C:5]2[N:13]3[C:8]([C:9]([NH2:14])=[N:10][CH:11]=[N:12]3)=[C:7](I)[N:6]=2)[CH2:4][CH2:3][CH2:2]1.[CH2:16]([O:23][C:24]1[C:25]([F:39])=[C:26](B2OC(C)(C)C(C)(C)O2)[CH:27]=[CH:28][CH:29]=1)[C:17]1[CH:22]=[CH:21][CH:20]=[CH:19][CH:18]=1.C(=O)([O-])[O-].[Na+].[Na+]>C1C=CC([P]([Pd]([P](C2C=CC=CC=2)(C2C=CC=CC=2)C2C=CC=CC=2)([P](C2C=CC=CC=2)(C2C=CC=CC=2)C2C=CC=CC=2)[P](C2C=CC=CC=2)(C2C=CC=CC=2)C2C=CC=CC=2)(C2C=CC=CC=2)C2C=CC=CC=2)=CC=1.[Pd].C1(P(C2C=CC=CC=2)C2C=CC=CC=2)C=CC=CC=1>[CH2:16]([O:23][C:24]1[C:25]([F:39])=[C:26]([C:7]2[N:6]=[C:5]([CH:1]3[CH2:4][CH2:3][CH2:2]3)[N:13]3[C:8]=2[C:9]([NH2:14])=[N:10][CH:11]=[N:12]3)[CH:27]=[CH:28][CH:29]=1)[C:17]1[CH:18]=[CH:19][CH:20]=[CH:21][CH:22]=1 |f:2.3.4,6.7,^1:49,51,70,89|. Yields the product C(C1=CC=CC=C1)OC=1C(=C(C=CC1)C=1N=C(N2N=CN=C(C21)N)C2CCC2)F (5-(3-benzyloxy-2-fluoro-phenyl)-7-cyclobutyl-imidazo[5,1-f][1,2,4]triazin-4-ylamine). The reagents and catalysts are C=1C=CC(=CC1)[P](C=2C=CC=CC2)(C=3C=CC=CC3)[Pd]([P](C=4C=CC=CC4)(C=5C=CC=CC5)C=6C=CC=CC6)([P](C=7C=CC=CC7)(C=8C=CC=CC8)C=9C=CC=CC9)[P](C=1C=CC=CC1)(C=1C=CC=CC1)C=1C=CC=CC1 (tetrakis), [Pd].C1(=CC=CC=C1)P(C1=CC=CC=C1)C1=CC=CC=C1 (triphenylphosphine palladium (0)). Procedure details: A flask was charged with 7-cyclobutyl-5-iodo-imidazo[5,1-f][1,2,4]triazin-4-ylamine (30 mg, 0.095 mmol), 2-(3-benzyloxy-2-fluoro-phenyl)-4,4,5,5- tetramethyl [1,3,2]dioxaborolane (62.5 mg, 0.158 mmol), and sodium carbonate (30 mg, 0.286 mmol) and was evacuated and charged with N2 (3×). This mixture was charged with tetrakis(triphenylphosphine palladium (0) (Pd(PPh3)4 (0)) (36 mg, 0.0318 mmol) and the tube was re-evacuated and charged with N2 (2×). This mixture was then charged with a previously ... Starting materials: O (water), C1(=CC=CC=C1)S(=O)(=O)CC(C)=O (phenylsulfonylacetone), C(/C=C/CCl)Cl (1,4-dichlorobutene-2), [Cl-].C(CCCCCCC)(=O)C(C(CCCCCCC)=O)(C(CCCCCCC)=O)[NH3+] (tricaprylylmethylammonium chloride). Run in S1(=O)(=O)CCCC1 (sulfolane). Reaction conditions: time 2 hour. Yields the product C1(=CC=CC=C1)S(=O)(=O)C1(C(C1)C=C)C(C)=O (1-phenylsulfonyl-1-acetyl-2-vinylcyclopropane). Reaction SMILES: [C:1]1([S:7]([CH2:10][C:11](=[O:13])[CH3:12])(=[O:9])=[O:8])[CH:6]=[CH:5][CH:4]=[CH:3][CH:2]=1.[CH2:14](Cl)/[CH:15]=[CH:16]/[CH2:17]Cl.[Cl-].C(C([NH3+])(C(=O)CCCCCCC)C(=O)CCCCCCC)(=O)CCCCCCC.O>S1(CCCC1)(=O)=O>[C:1]1([S:7]([C:10]2([C:11](=[O:13])[CH3:12])[CH2:17][CH:16]2[CH:15]=[CH2:14])(=[O:8])=[O:9])[CH:2]=[CH:3][CH:4]=[CH:5][CH:6]=1 |f:2.3|. Procedure details: Utilizing a phase-transfer procedure similar to that described in Example I, phenylsulfonylacetone was reacted with 1,4-dichlorobutene-2 to obtain 1-phenylsulfonyl-1-acetyl-2-vinylcyclopropane. For the reaction, 9.91 grams phenylsulfonylacetone (Parish Chemical Co.) and 6.25 grams 1,4-dichlorobutene-2 were combined in 20 mls sulfolane containing 6.6 grams potassium hydroxide (85%) and 5 mole percent tricaprylylmethylammonium chloride. The reaction mixture was stirred at 35°-40° C. for 31/2 hours... Starting materials: [Cl-].C(C1=CC=CC=C1)C1N(CCCC2=C1C=C(C=C2)OCC[NH3+])C(=O)OCC (2-(1-benzyl-2-(ethoxycarbonyl)-2,3,4,5-tetrahydro-1H-benzo[c]azepin-8-yloxy)ethanaminium chloride), CN(C)C1=NC=CC=C1 (dimethylaminopyridine), CN1C=NC(=C1)S(=O)(=O)Cl (1-methyl-1H-imidazole-4-sulfonyl chloride). Run in ClCCl (dichloromethane), C(C)(=O)OCC (ethyl acetate). Product: C(C1=CC=CC=C1)C1N(CCCC2=C1C=C(C=C2)OCCNS(=O)(=O)C=2N=CN(C2)C)C(=O)OCC (ethyl 1-benzyl-8-(2-(1-methyl-1H-imidazole-4-sulfonamido)ethoxy)-4,5-dihydro-1H-benzo[c]azepine-2(3H)carboxylate). The yield is 97.5%. Reaction SMILES: [Cl-].[CH2:2]([CH:9]1[C:15]2[CH:16]=[C:17]([O:20][CH2:21][CH2:22][NH3+:23])[CH:18]=[CH:19][C:14]=2[CH2:13][CH2:12][CH2:11][N:10]1[C:24]([O:26][CH2:27][CH3:28])=[O:25])[C:3]1[CH:8]=[CH:7][CH:6]=[CH:5][CH:4]=1.CN(C1C=CC=CN=1)C.[CH3:38][N:39]1[CH:43]=[C:42]([S:44](Cl)(=[O:46])=[O:45])[N:41]=[CH:40]1>ClCCl.C(OCC)(=O)C>[CH2:2]([CH:9]1[C:15]2[CH:16]=[C:17]([O:20][CH2:21][CH2:22][NH:23][S:44]([C:42]3[N:41]=[CH:40][N:39]([CH3:38])[CH:43]=3)(=[O:46])=[O:45])[CH:18]=[CH:19][C:14]=2[CH2:13][CH2:12][CH2:11][N:10]1[C:24]([O:26][CH2:27][CH3:28])=[O:25])[C:3]1[CH:8]=[CH:7][CH:6]=[CH:5][CH:4]=1 |f:0.1|. Reported procedure: To a solution of 0.12 mmol 2-(1-benzyl-2-(ethoxycarbonyl)-2,3,4,5-tetrahydro-1H-benzo[c]azepin-8-yloxy)ethanaminium chloride in 3 ml dichloromethane were added 0.33 mmol dimethylaminopyridine and 0.17 mmol 1-methyl-1H-imidazole-4-sulfonyl chloride. The mixture was stirred at room temperature over night. The mixture was diluted with ethyl acetate and washed with NH4Cl solution (2×), water (1×), and brine (1×). The organic layer was dried over MgSO4 and filtered. Evaporation of the solvent gave 66... Reactants: CC1CN(C(=O)OC(C)(C)C)CCN1Cc1ccccn1, ClCCl, O=C(O)C(F)(F)F. Yields the product CC1CNCCN1Cc1ccccn1. RXN SMILES: [CH3:1][CH:2]1[CH2:3][N:4]([C:15]([O:16][C:17]([CH3:18])([CH3:19])[CH3:20])=[O:21])[CH2:5][CH2:6][N:7]1[CH2:8][c:9]1[n:10][cH:11][cH:12][cH:13][cH:14]1.[Cl:29][CH2:30][Cl:31].[F:22][C:23]([F:24])([F:25])[C:26]([OH:27])=[O:28]>>[CH3:1][CH:2]1[CH2:3][NH:4][CH2:5][CH2:6][N:7]1[CH2:8][c:9]1[n:10][cH:11][cH:12][cH:13][cH:14]1. Reactants: [Cr](=O)(=O)([O-])Cl.[NH+]1=CC=CC=C1 (Pyridinium chlorochromate), OCC1=CC=C(C2=C1C=CO2)NS(=O)(=O)C (N-(4-hydroxymethyl-benzofuran-7-yl)-methanesulfonamide). The solvent is ClCCl (dichloromethane). Reaction conditions: time 16 hour. Product: C(=O)C1=CC=C(C2=C1C=CO2)NS(=O)(=O)C (N-(4-formyl-benzofuran-7-yl)-methanesulfonamide). Isolated yield 86.1%. Reaction SMILES: [Cr](Cl)([O-])(=O)=O.[NH+]1C=CC=CC=1.[OH:12][CH2:13][C:14]1[C:19]2[CH:20]=[CH:21][O:22][C:18]=2[C:17]([NH:23][S:24]([CH3:27])(=[O:26])=[O:25])=[CH:16][CH:15]=1>ClCCl>[CH:13]([C:14]1[C:19]2[CH:20]=[CH:21][O:22][C:18]=2[C:17]([NH:23][S:24]([CH3:27])(=[O:26])=[O:25])=[CH:16][CH:15]=1)=[O:12] |f:0.1|. Procedure details: Pyridinium chlorochromate (7.55 g, 35.0 mmole) was added into a solution of N-(4-hydroxymethyl-benzofuran-7-yl)-methanesulfonamide (5.69 g, 23.3 mmole) in dichloromethane (350 mL). The reaction mixture was stirred at room temperature for 16 hr and was partitioned between dichloromethane and water. The organic extract was dried (anhydrous sodium sulfate) and concentrated under reduced pressure. The residue was purified by flash column chromatography over silica gel eluting with 50% ethyl acetate ... Reactants: C(C1=CC=CC=C1)=O (Benzaldehyde), NC1=CC=CC=C1 (aniline). Solvent: C1=CC=CC=C1 (benzene). Yields the product C1(=CC=CC=C1)CNC1=CC=CC=C1 (N-(Phenylmethyl)benzeneamine). Reaction SMILES: [CH:1](=O)[C:2]1[CH:7]=[CH:6][CH:5]=[CH:4][CH:3]=1.[NH2:9][C:10]1[CH:15]=[CH:14][CH:13]=[CH:12][CH:11]=1>C1C=CC=CC=1>[C:2]1([CH2:1][NH:9][C:10]2[CH:15]=[CH:14][CH:13]=[CH:12][CH:11]=2)[CH:7]=[CH:6][CH:5]=[CH:4][CH:3]=1. Procedure details: Benzaldehyde (31.84 g, 0.300 mol) and aniline (27.94 g, 0.300 mol) in benzene (100 ml) were heated to remove the water using a Dean-Stark trap. After 5.4 ml of water had been collected, the benzene was stripped off and the residual oil poured into a beaker. On treating with petroleum ether (10-20 ml) the oil crystallized. This mass was suction filtered and washed with some additional petroleum ether. Recrystallization from hexane gave off-white needles. The reactants are C(=O)NC=1SC(=CN1)C(C(=O)NC1[C@@H]2N(C(=C(CS2)C=C)C(=O)O)C1=O)=NOC (7-[2-(2-formamidothiazol-5-yl)-2-methoxyiminoacetamido]-3-vinyl-3-cephem-4-carboxylic acid), Cl (hydrochloric acid). Run in CO (methanol). Yields the product NC=1SC(=CN1)C(C(=O)NC1[C@@H]2N(C(=C(CS2)C=C)C(=O)O)C1=O)=NOC (7-[2-(2-aminothiazol-5-yl)-2-methoxyiminoacetamido]-3-vinyl-3-cephem-4-carboxylic acid). Yield: 73.1%. RXN SMILES: C([NH:3][C:4]1[S:5][C:6]([C:9](=[N:27][O:28][CH3:29])[C:10]([NH:12][CH:13]2[C:25](=[O:26])[N:15]3[C:16]([C:22]([OH:24])=[O:23])=[C:17]([CH:20]=[CH2:21])[CH2:18][S:19][C@H:14]23)=[O:11])=[CH:7][N:8]=1)=O.Cl>CO>[NH2:3][C:4]1[S:5][C:6]([C:9](=[N:27][O:28][CH3:29])[C:10]([NH:12][CH:13]2[C:25](=[O:26])[N:15]3[C:16]([C:22]([OH:24])=[O:23])=[C:17]([CH:20]=[CH2:21])[CH2:18][S:19][C@H:14]23)=[O:11])=[CH:7][N:8]=1. Procedure: A solution of 7-[2-(2-formamidothiazol-5-yl)-2-methoxyiminoacetamido]-3-vinyl-3-cephem-4-carboxylic acid (syn isomer) (1.9 g) and conc. hydrochloric acid (1.36 g) in methanol (190 ml) was stirred at ambient temperature for 1.3 hours. After the reaction mixture was evaporated to dryness, the residue was suspended in water (35 ml) and then adjusted to pH 7-8 with 10% aqueous sodium hydroxide, followed by adjusting to pH 3 with 10% hydrochloric acid. The precipitated solid was collected by filtrati... Starting materials: CO, [H][H], O=C1CN(c2ccc([N+](=O)[O-])nc2)CCN1. Product: Nc1ccc(N2CCNC(=O)C2)cn1. RXN SMILES: [CH3:19][OH:20].[H:17][H:18].[N+:1]([O-:2])(=[O:3])[c:4]1[cH:5][cH:6][c:7]([N:10]2[CH2:11][C:12](=[O:16])[NH:13][CH2:14][CH2:15]2)[cH:8][n:9]1>>[NH2:1][c:4]1[cH:5][cH:6][c:7]([N:10]2[CH2:11][C:12](=[O:16])[NH:13][CH2:14][CH2:15]2)[cH:8][n:9]1. As a reaction SMILES: [C:16]([CH3:17])([CH3:18])([CH3:19])[O:20][C:21](=[O:22])[N:23]=[N+:24]=[N-:25].[CH2:26]1[O:27][CH2:28][CH2:29][CH2:30]1.[NH2:1][CH2:2][C:3]1=[C:4]([CH2:9][C:10](=[O:11])[OH:12])[CH2:5][CH:6]=[CH:7][CH2:8]1.[Na+:14].[OH-:13].[OH2:15]>>[NH:1]([CH2:2][C:3]1=[C:4]([CH2:9][C:10](=[O:11])[OH:12])[CH2:5][CH:6]=[CH:7][CH2:8]1)[C:21]([O:20][C:16]([CH3:17])([CH3:18])[CH3:19])=[O:22]. The product is CC(C)(C)OC(=O)NCC1=C(CC(=O)O)CC=CC1. The reactants are CC(C)(C)OC(=O)N=[N+]=[N-], C1CCOC1, NCC1=C(CC(=O)O)CC=CC1, [Na+], [OH-], O.